From a dataset of the Open Reaction Database (ORD), a public repository of structured organic reaction records. describe an organic reaction: reactants, conditions, products, and yield The reactants are ClC1=CC2=C(C(C(C[N+](=C2C2=C(C=CC=C2)Cl)[O-])=CN(C)C)=O)C=C1 (8-chloro-1-(2-chlorophenyl)-3,4-dihydro-4-[(dimethylamino)methylene]-5H-2-benzazepin-5-one 2-oxide), C(C)(=O)O.C(=N)N (formamidine acetate). The solvent is C(=N)N (formamidine). Product: ClC1=CC2=C(C3=C(C[N+](=C2C2=C(C=CC=C2)Cl)[O-])C=NC=N3)C=C1 (9-Chloro-7-(2-chlorophenyl)-5H-pyrimido[5,4-d][2]benzazepine-6-oxide). RXN SMILES: [Cl:1][C:2]1[CH:25]=[CH:24][C:5]2[C:6](=O)[C:7](=[CH:19][N:20](C)[CH3:21])[CH2:8][N+:9]([O-:18])=[C:10]([C:11]3[CH:16]=[CH:15][CH:14]=[CH:13][C:12]=3[Cl:17])[C:4]=2[CH:3]=1.C(O)(=O)C.C(N)=[NH:31]>C(N)=N>[Cl:1][C:2]1[CH:25]=[CH:24][C:5]2[C:6]3[N:31]=[CH:21][N:20]=[CH:19][C:7]=3[CH2:8][N+:9]([O-:18])=[C:10]([C:11]3[CH:16]=[CH:15][CH:14]=[CH:13][C:12]=3[Cl:17])[C:4]=2[CH:3]=1 |f:1.2|. Procedure details: A mixture of 0.4 g (1.1 mmol) of 8-chloro-1-(2-chlorophenyl)-3,4-dihydro-4-[(dimethylamino)methylene]-5H-2-benzazepin-5-one 2-oxide and 1.0 g (9.6 mmol) of formamidine acetate in 20 ml of formamidine was heated on a steam bath for 7 hr. The mixture was poured over ice and extracted with methylene chloride. The methylene chloride solution was washed with water, dried over anhydrous sodium sulfate and concentrated at reduced pressure. The residue was triturated with ether to give an off-white soli... The reactants are NN (NH2NH2), BrC=1C=CC=C2C=C(C(=NC12)C1=CC(=CC=C1)F)CN1C(C2=CC=CC=C2C1=O)=O (2-((8-bromo-2-(3-fluorophenyl)quinolin-3-yl)methyl)isoindoline-1,3-dione), C=1C=CC(=CC1)P(C=2C=CC=CC2)C3=CC=C4C=CC=CC4=C3C5=C6C=CC=CC6=CC=C5P(C=7C=CC=CC7)C=8C=CC=CC8 (BINAP), N1CCOCC1 (morpholine). Reagents/catalysts: C=1C=CC(=CC1)/C=C/C(=O)/C=C/C2=CC=CC=C2.C=1C=CC(=CC1)/C=C/C(=O)/C=C/C2=CC=CC=C2.C=1C=CC(=CC1)/C=C/C(=O)/C=C/C2=CC=CC=C2.[Pd].[Pd] (Pd2(dba)3). Run in CCO (EtOH), O1CCOCC1 (dioxane). Run at temperature 120 celsius. Yields the product FC=1C=C(C=CC1)C1=NC2=C(C=CC=C2C=C1CN)N1CCOCC1 ((2-(3-fluorophenyl)-8-morpholinoquinolin-3-yl)-methanamine). RXN SMILES: Br[C:2]1[CH:3]=[CH:4][CH:5]=[C:6]2[C:11]=1[N:10]=[C:9]([C:12]1[CH:17]=[CH:16][CH:15]=[C:14]([F:18])[CH:13]=1)[C:8]([CH2:19][N:20]1C(=O)C3C(=CC=CC=3)C1=O)=[CH:7]2.C1C=CC(P(C2C(C3C(P(C4C=CC=CC=4)C4C=CC=CC=4)=CC=C4C=3C=CC=C4)=C3C(C=CC=C3)=CC=2)C2C=CC=CC=2)=CC=1.[NH:77]1[CH2:82][CH2:81][O:80][CH2:79][CH2:78]1.NN>O1CCOCC1.CCO.C1C=CC(/C=C/C(/C=C/C2C=CC=CC=2)=O)=CC=1.C1C=CC(/C=C/C(/C=C/C2C=CC=CC=2)=O)=CC=1.C1C=CC(/C=C/C(/C=C/C2C=CC=CC=2)=O)=CC=1.[Pd].[Pd]>[F:18][C:14]1[CH:13]=[C:12]([C:9]2[C:8]([CH2:19][NH2:20])=[CH:7][C:2]3[C:11](=[C:6]([N:77]4[CH2:82][CH2:81][O:80][CH2:79][CH2:78]4)[CH:5]=[CH:4][CH:3]=3)[N:10]=2)[CH:17]=[CH:16][CH:15]=1 |f:6.7.8.9.10|. Procedure: A mixture of 2-((8-bromo-2-(3-fluorophenyl)quinolin-3-yl)methyl)isoindoline-1,3-dione (100 mg, 0.22 mmol), racemic BINAP (16.2 mg, 0.12 eq), Pd2(dba)3 (10 mg, 0.05 eq), NaOBut (29.2 mg, 1.4 eq) and morpholine (38 mg, 2 eq) in dioxane (2 mL) was heated to 120° C. under N2 for 8 h. LCMS showed a mixture of starting material and product. To the reaction was added the reactants again. The reaction was further heated for 2 h before partitioned between water and EtOAc. The water layer was extracted on... Starting materials: CN1[C@H]2CC[C@@H]1C(=CC2)C(=O)OC ((-)-anhydroecgonine methyl ester), BrC1=CC=C(C=C1)F (4-bromo-fluorobenzene), [Mg] (magnesium), Grignard reagent, grignard reagent. Solvent: C(C)OCC (diethyl ether), C(C)OCC (diethyl ether). Reaction conditions: temperature -20 celsius, time 1 hour. Product: FC1=CC=C(C(=O)[C@@H]2[C@H]3CC[C@@H](C[C@@H]2C2=CC=C(C=C2)F)N3C)C=C1 ((1R,2S,3S)-2-(4'-fluoro-benzoyl)-3-(4-fluorophenyl)tropane), FC1=CC=C(C(=O)[C@H]2[C@H]3CC[C@@H](C[C@@H]2C2=CC=C(C=C2)F)N3C)C=C1 ((1R,2R,3S)-2-(4'-fluoro-benzoyl)-3-(4-fluorophenyl)tropane), crystals. Reaction SMILES: Br[C:2]1[CH:7]=[CH:6][C:5]([F:8])=[CH:4][CH:3]=1.[Mg].[CH3:10][N:11]1[C@H:15]2[C:16]([C:19]([O:21]C)=O)=[CH:17][CH2:18][C@@H:12]1[CH2:13][CH2:14]2>C(OCC)C>[F:8][C:5]1[CH:6]=[CH:7][C:2]([C:19]([C@H:16]2[C@@H:17]([C:2]3[CH:7]=[CH:6][C:5]([F:8])=[CH:4][CH:3]=3)[CH2:18][C@H:12]3[N:11]([CH3:10])[C@@H:15]2[CH2:14][CH2:13]3)=[O:21])=[CH:3][CH:4]=1.[F:8][C:5]1[CH:6]=[CH:7][C:2]([C:19]([C@@H:16]2[C@@H:17]([C:2]3[CH:7]=[CH:6][C:5]([F:8])=[CH:4][CH:3]=3)[CH2:18][C@H:12]3[N:11]([CH3:10])[C@@H:15]2[CH2:14][CH2:13]3)=[O:21])=[CH:3][CH:4]=1. Reported procedure: Grignard reagent was made in a three necked reaction flask equipped with mechanical stirring, an intensive condenser and a pressure equilibrated funnel, using 4-bromo-fluorobenzene (55 ml, 500 mmol) and magnesium turnings (12.6 g, 520 mmol) in 500 ml absolute diethyl ether. The solution of grignard reagent was cooled to -20° C. and a solution of (-)-anhydroecgonine methyl ester (43 g, 233 mmol) in 200 ml absolute diethyl ether was added over 1/2 hour. The reaction was first stirred one hour at -... Starting materials: OCCNC(OC(C)(C)C)=O (Tert-Butyl (2-hydroxyethyl)carbamate), [H-].[Na+] (NaH), ClC1=NC=C(C=C1)C(F)(F)F (2-Chloro-5-(trifluoromethyl)pyridine). The product is C(C)(C)(C)OC(NCCOC1=NC=C(C=C1)C(F)(F)F)=O (Tert-Butyl-(2-{[5-(trifluoromethyl)pyridine-2-yl]oxy}-ethyl)carbamate). Conditions: temperature 100 celsius, time 10 minute. Procedure details: Tert-Butyl (2-hydroxyethyl)carbamate (8.88 g, 55.08 mmol) was added to a solution of NaH (55%, 55.08 mmol, washed twice with petroleum ether) in DMF (150 ml) at −10° C. and stirred for 10 mins. 2-Chloro-5-(trifluoromethyl)pyridine (10.0 g, 55.08 mmol) was added and the reaction mixture was stirred at rt for 3 days, heated to 100° C. and cooled to rt. The reaction mixture was evaporated, the residue was washed with isopropylether, and the solution was decanted from insoluble salts and concentrate... RXN SMILES: [OH:1][CH2:2][CH2:3][NH:4][C:5](=[O:11])[O:6][C:7]([CH3:10])([CH3:9])[CH3:8].[H-].[Na+].Cl[C:15]1[CH:20]=[CH:19][C:18]([C:21]([F:24])([F:23])[F:22])=[CH:17][N:16]=1>>[C:7]([O:6][C:5](=[O:11])[NH:4][CH2:3][CH2:2][O:1][C:15]1[CH:20]=[CH:19][C:18]([C:21]([F:24])([F:23])[F:22])=[CH:17][N:16]=1)([CH3:8])([CH3:10])[CH3:9] |f:1.2|. Isolated yield 36.8%. The reactants are C=C(C)c1ccc(C)nc1, Cc1ccc2[nH]c3c(c2c1)CN(C)CC3, CN1CCCC1=O, [K+], [OH-]. Product: Cc1ccc2c(c1)c1c(n2CC(C)c2ccc(C)nc2)CCN(C)C1. RXN SMILES: [CH3:16][c:17]1[n:18][cH:19][c:20]([C:23](=[CH2:24])[CH3:25])[cH:21][cH:22]1.[CH3:1][N:2]1[CH2:3][c:4]2[c:5]([nH:6][c:7]3[cH:8][cH:9][c:10]([CH3:13])[cH:11][c:12]23)[CH2:14][CH2:15]1.[CH3:28][N:29]1[CH2:30][CH2:31][CH2:32][C:33]1=[O:34].[K+:27].[OH-:26]>>[CH3:1][N:2]1[CH2:3][c:4]2[c:5]([n:6]([CH2:24][CH:23]([c:20]3[cH:19][n:18][c:17]([CH3:16])[cH:22][cH:21]3)[CH3:25])[c:7]3[cH:8][cH:9][c:10]([CH3:13])[cH:11][c:12]23)[CH2:14][CH2:15]1. Reactants: FC=1C=C(C=CC1)C=CC1=CC=C(C=C1)[N+](=O)[O-] (4-[2-(3-fluoro-phenyl)-vinyl]-1-nitro-benzene). Reagents/catalysts: [Pt] (platinum). Run in C(C)(=O)OCC (ethyl acetate). Conditions: time 4 hour. Yields the product FC=1C=C(C=CC1)C=CC1=CC=C(C=C1)N (4-[2-(3-Fluoro-phenyl)-vinyl]-phenylamine). The yield is 61.9%. As a reaction SMILES: [F:1][C:2]1[CH:3]=[C:4]([CH:8]=[CH:9][C:10]2[CH:15]=[CH:14][C:13]([N+:16]([O-])=O)=[CH:12][CH:11]=2)[CH:5]=[CH:6][CH:7]=1>C(OCC)(=O)C.[Pt]>[F:1][C:2]1[CH:3]=[C:4]([CH:8]=[CH:9][C:10]2[CH:11]=[CH:12][C:13]([NH2:16])=[CH:14][CH:15]=2)[CH:5]=[CH:6][CH:7]=1. Procedure: 2.41 g (10 mmol) of 4-[2-(3-fluoro-phenyl)-vinyl]-1-nitro-benzene is dissolved in 25 ml of ethyl acetate and treated with 240 mg of platinum 5% on charcoal. Hydrogenation is performed at room temperature and normal pressure for 4 h. The catalyst is filtered off and the filtrate concentrated. The residue is crystallised from diethyl ether/heptane to yield 1.32 g (62%) of an orange solid. MS: m/e=213.1 (M+). The reactants are BrC=1CC2CCC(N(C2=C(C1)[N+](=O)[O-])C(=O)C(=O)OCC)CC(=O)OC (6-bromo-2-methoxycarbonylmethyl-8-nitro-N-ethoxalyltetrahydroquinoline), O (water). The reagents and catalysts are [Cl-].[Cl-].[Cl-].[Ti+3] (titanium trichloride). Run in CC(=O)C (acetone), CC(=O)C (acetone). Reaction conditions: time 8 hour. The product is BrC=1C=C2C=3N(C(C(NC3C1)=O)=O)C(CC2)CC(=O)OC (9-Bromo-5-methoxycarbonylmethyl-6,7-dihydro-1H, 5H-pyrido[1,2,3-de]quinoxaline-2,3-dione). Isolated yield 82.4%. As a reaction SMILES: O.[Br:2][C:3]1[CH2:4][CH:5]2[C:10](=[C:11]([N+:13]([O-])=O)[CH:12]=1)[N:9]([C:16]([C:18](OCC)=[O:19])=[O:17])[CH:8]([CH2:23][C:24]([O:26][CH3:27])=[O:25])[CH2:7][CH2:6]2>CC(C)=O.[Cl-].[Cl-].[Cl-].[Ti+3]>[Br:2][C:3]1[CH:4]=[C:5]2[CH2:6][CH2:7][CH:8]([CH2:23][C:24]([O:26][CH3:27])=[O:25])[N:9]3[C:16](=[O:17])[C:18](=[O:19])[NH:13][C:11]([CH:12]=1)=[C:10]23 |f:3.4.5.6|. Reported procedure: To a mixture of 20% aqueous titanium trichloride (670 g, 0.867 mol), water (500 mL), and acetone (500 mL) was added dropwise a solution of 6-bromo-2-methoxycarbonylmethyl-8-nitro-N-ethoxalyltetrahydroquinoline (52.0 g, 0.121 mol) in acetone (600 mL) at 0° C. The mixture was stirred overnight at room temperature, concentrated to ca. 1 L and diluted with water (1 L). The precipitates formed were collected by filtration, washed with water, and dried in vacuo to give 35.2 g of the title compound. Th...